Dataset: the Open Reaction Database (ORD), a public repository of structured organic reaction records. Task: describe an organic reaction: reactants, conditions, products, and yield Reactants: CCN1CCOCC1, CCN=C=NCCCN(C)C, CC1CC(=O)N(C)C1C(=O)O, CN(C)C=O, NCc1cccc(C(F)(F)F)c1Cl, ClCCl, Cl, On1nnc2ccccc21. The product is CC1CC(=O)N(C)C1C(=O)NCc1cccc(C(F)(F)F)c1Cl. Reaction SMILES: [CH2:34]([N:35]1[CH2:36][CH2:37][O:38][CH2:39][CH2:40]1)[CH3:41].[CH3:13][N:14]([CH3:15])[CH2:16][CH2:17][CH2:18][N:19]=[C:20]=[N:21][CH2:22][CH3:23].[CH3:1][N:2]1[CH:3]([C:4](=[O:5])[OH:6])[CH:7]([CH3:11])[CH2:8][C:9]1=[O:10].[CH3:58][N:59]([CH3:60])[CH:61]=[O:62].[Cl:42][c:43]1[c:44]([CH2:53][NH2:54])[cH:45][cH:46][cH:47][c:48]1[C:49]([F:50])([F:51])[F:52].[Cl:55][CH2:56][Cl:57].[ClH:12].[OH:24][n:25]1[c:26]2[cH:27][cH:28][cH:29][cH:30][c:31]2[n:32][n:33]1>>[CH3:1][N:2]1[CH:3]([C:4](=[O:6])[NH:54][CH2:53][c:44]2[c:43]([Cl:42])[c:48]([C:49]([F:50])([F:51])[F:52])[cH:47][cH:46][cH:45]2)[CH:7]([CH3:11])[CH2:8][C:9]1=[O:10]. Reactants: [BH4-], Cc1oc(-c2ccccc2)nc1COc1ccccc1C=O, [Na+], C1CCOC1, O. Product: Cc1oc(-c2ccccc2)nc1COc1ccccc1CO. Reaction SMILES: [BH4-:1].[CH3:3][c:4]1[c:5]([CH2:15][O:16][c:17]2[c:18]([CH:19]=[O:20])[cH:21][cH:22][cH:23][cH:24]2)[n:6][c:7](-[c:9]2[cH:10][cH:11][cH:12][cH:13][cH:14]2)[o:8]1.[Na+:2].[O:26]1[CH2:27][CH2:28][CH2:29][CH2:30]1.[OH2:25]>>[CH3:3][c:4]1[c:5]([CH2:15][O:16][c:17]2[c:18]([CH2:19][OH:20])[cH:21][cH:22][cH:23][cH:24]2)[n:6][c:7](-[c:9]2[cH:10][cH:11][cH:12][cH:13][cH:14]2)[o:8]1. Starting materials: ClC1=CC2=C(C=3C(CN=C2C2=C(C=CC=C2)F)=C(NC3C)C(=O)C(Cl)(Cl)Cl)C=C1 (8-chloro-6-(2-fluorophenyl)-1-methyl-3-[(trichloromethyl)carbonyl]-2H,4H-pyrrolo[3,4-d][2]benzazepine), C[O-].[Na+] (sodium methoxide). The solvent is CO (methanol), CO (methanol). Yields the product COC(=O)C=1NC(=C2C1CN=C(C1=C2C=CC(=C1)Cl)C1=C(C=CC=C1)F)C (8-Chloro-6-(2-fluorophenyl)-1-methyl-2H,4H-pyrrolo-[3,4-d][2]benzazepine-3-carboxylic acid methyl ester). As a reaction SMILES: [Cl:1][C:2]1[CH:29]=[CH:28][C:5]2[C:6]3[C:7](=[C:18]([C:22](C(Cl)(Cl)Cl)=[O:23])[NH:19][C:20]=3[CH3:21])[CH2:8][N:9]=[C:10]([C:11]3[CH:16]=[CH:15][CH:14]=[CH:13][C:12]=3[F:17])[C:4]=2[CH:3]=1.[CH3:30][O-:31].[Na+]>CO>[CH3:30][O:31][C:22]([C:18]1[NH:19][C:20]([CH3:21])=[C:6]2[C:5]3[CH:28]=[CH:29][C:2]([Cl:1])=[CH:3][C:4]=3[C:10]([C:11]3[CH:16]=[CH:15][CH:14]=[CH:13][C:12]=3[F:17])=[N:9][CH2:8][C:7]=12)=[O:23] |f:1.2|. Procedure details: A mixture of 3.0 g (6.4 mmole) of 8-chloro-6-(2-fluorophenyl)-1-methyl-3-[(trichloromethyl)carbonyl]-2H,4H-pyrrolo[3,4-d][2]benzazepine, 0.5 ml (2 mmole) of a 4 M methanol solution of sodium methoxide and 100 ml of methanol was heated to 40° for 30 min. The methanol solution was concentrated at reduced pressure, and the residue was partitioned between methylene chloride and water. The methylene chloride solution was dried with anhydrous sodium sulfate and concentrated at reduced pressure to give... Reactants: COc1cccc(Nc2c(C(N)=O)cnc3c(C)cc(S(=O)(=O)c4ccc(-c5ccc(CO)cc5)cc4)cc23)c1, OCCCc1ccc(B(O)O)cc1. The product is COc1cccc(Nc2c(C(N)=O)cnc3c(C)cc(S(=O)(=O)c4ccc(-c5ccc(CCCO)cc5)cc4)cc23)c1. Reaction SMILES: [OH:1][CH2:2][c:3]1[cH:4][cH:5][c:6](-[c:9]2[cH:10][cH:11][c:12]([S:15](=[O:16])(=[O:17])[c:18]3[cH:19][c:20]4[c:21]([NH:32][c:33]5[cH:34][c:35]([O:39][CH3:40])[cH:36][cH:37][cH:38]5)[c:22]([C:29](=[O:30])[NH2:31])[cH:23][n:24][c:25]4[c:26]([CH3:28])[cH:27]3)[cH:13][cH:14]2)[cH:7][cH:8]1.[OH:41][CH2:42][CH2:43][CH2:44][c:45]1[cH:46][cH:47][c:48]([B:51]([OH:52])[OH:53])[cH:49][cH:50]1>>[c:9]1(-[c:48]2[cH:47][cH:46][c:45]([CH2:44][CH2:43][CH2:42][OH:41])[cH:50][cH:49]2)[cH:10][cH:11][c:12]([S:15](=[O:16])(=[O:17])[c:18]2[cH:19][c:20]3[c:21]([NH:32][c:33]4[cH:34][c:35]([O:39][CH3:40])[cH:36][cH:37][cH:38]4)[c:22]([C:29](=[O:30])[NH2:31])[cH:23][n:24][c:25]3[c:26]([CH3:28])[cH:27]2)[cH:13][cH:14]1.